This data is from the Open Reaction Database (ORD), a public repository of structured organic reaction records. The task is: describe an organic reaction: reactants, conditions, products, and yield Starting materials: ClC1=CC2=C(C(=NO2)C2=C(C=C(C=C2)OC2=CC=C(C=C2)Cl)CCC)C=C1O (6-chloro-3-[4-(4-chlorophenoxy)-2-propylphenyl]-1,2-benzisoxazol-5-ol), C([C@@H](O)C)(=O)OC (methyl (S)-lactate). Reaction SMILES: [Cl:1][C:2]1[C:27]([OH:28])=[CH:26][C:5]2[C:6]([C:9]3[CH:14]=[CH:13][C:12]([O:15][C:16]4[CH:21]=[CH:20][C:19]([Cl:22])=[CH:18][CH:17]=4)=[CH:11][C:10]=3[CH2:23][CH2:24][CH3:25])=[N:7][O:8][C:4]=2[CH:3]=1.[C:29]([O:34]C)(=[O:33])[C@H:30]([CH3:32])O>>[Cl:1][C:2]1[C:27]([O:28][C@H:30]([CH3:32])[C:29]([OH:34])=[O:33])=[CH:26][C:5]2[C:6]([C:9]3[CH:14]=[CH:13][C:12]([O:15][C:16]4[CH:17]=[CH:18][C:19]([Cl:22])=[CH:20][CH:21]=4)=[CH:11][C:10]=3[CH2:23][CH2:24][CH3:25])=[N:7][O:8][C:4]=2[CH:3]=1. Reported procedure: The phenol from Step 6 (0.38 g, 1.0 mmol) and methyl (S)-lactate (0.16 g, 1.5 mmol) was reacted according the general procedure described in Step 11 of Example 1 to give the title compound as a white solid. The product is ClC1=CC2=C(C(=NO2)C2=C(C=C(C=C2)OC2=CC=C(C=C2)Cl)CCC)C=C1O[C@@H](C(=O)O)C ((2R)-2-({6-chloro-3-[4-(4-chlorophenoxy)-2-propylphenyl]-1,2-benzisoxazol-5-yl}oxy)propanoic acid). Reactants: C1COCCO1, OCCc1ccccc1, c1ccc(P(c2ccccc2)c2ccccc2)cc1. Product: O=P(c1ccccc1)(c1ccccc1)c1ccccc1. As a reaction SMILES: [CH2:29]1[O:30][CH2:31][CH2:32][O:33][CH2:34]1.[OH:20][CH2:21][CH2:22][c:23]1[cH:24][cH:25][cH:26][cH:27][cH:28]1.[c:1]1([P:7]([c:8]2[cH:9][cH:10][cH:11][cH:12][cH:13]2)[c:14]2[cH:15][cH:16][cH:17][cH:18][cH:19]2)[cH:2][cH:3][cH:4][cH:5][cH:6]1>>[c:1]1([P:7]([c:8]2[cH:9][cH:10][cH:11][cH:12][cH:13]2)([c:14]2[cH:15][cH:16][cH:17][cH:18][cH:19]2)=[O:20])[cH:2][cH:3][cH:4][cH:5][cH:6]1. Starting materials: C(CN)N (ethylenediamine), C(C1=CC=CC=C1)(=O)CC(=O)OCC (ethyl benzoylacetate), xylenes. Run in O (water), xylenes. Yields the product C1(=CC=CC=C1)C1=CC(NCCN1)=O (7-Phenyl-1,2,3,4-tetrahydro-1,4-diazepine-5-one). RXN SMILES: [C:1]([CH2:9][C:10]([O:12]CC)=O)(=O)[C:2]1[CH:7]=[CH:6][CH:5]=[CH:4][CH:3]=1.[CH2:15]([NH2:18])[CH2:16][NH2:17]>O>[C:2]1([C:1]2[NH:18][CH2:15][CH2:16][NH:17][C:10](=[O:12])[CH:9]=2)[CH:3]=[CH:4][CH:5]=[CH:6][CH:7]=1. Procedure details: A solution of 192 g. (1 mol) of ethyl benzoylacetate in mixed xylenes (total volume 400 ml.) was added dropwise over a 1 hour period to a solution of 60 g. (67 ml.; 1 mol) of ethylenediamine in 1 l. of mixed xylenes refluxing under nitrogen. The reaction mixture was then refluxed for an additional hour after which the water was azeotroped off. The solvent was then distilled off over a 2 hour period and the resulting reaction product was allowed to stand at room temperature. The crystalline mater...